From a dataset of the Open Reaction Database (ORD), a public repository of structured organic reaction records. describe an organic reaction: reactants, conditions, products, and yield Starting materials: Cl.NC=1C(=C(NC1)C)C(C1=CC=CC=C1)=O (4-Amino-3-benzoyl-2-methylpyrrole hydrochloride), ClCC(=O)Cl (chloroacetylchloride), [OH-].[Na+] (NaOH), C (charcoal). Solvent: O (water). The product is C(C1=CC=CC=C1)(=O)C=1C(=CNC1C)NC(CCl)=O (N-(4-benzoyl-5-methyl-(1H)pyrrol-3-yl) 2-chloroacetamide). Reaction SMILES: Cl.[NH2:2][C:3]1[C:4]([C:9](=[O:16])[C:10]2[CH:15]=[CH:14][CH:13]=[CH:12][CH:11]=2)=[C:5]([CH3:8])[NH:6][CH:7]=1.C.[Cl:18][CH2:19][C:20](Cl)=[O:21].[OH-].[Na+]>O>[C:9]([C:4]1[C:3]([NH:2][C:20](=[O:21])[CH2:19][Cl:18])=[CH:7][NH:6][C:5]=1[CH3:8])(=[O:16])[C:10]1[CH:11]=[CH:12][CH:13]=[CH:14][CH:15]=1 |f:0.1,4.5|. Procedure details: 4-Amino-3-benzoyl-2-methylpyrrole hydrochloride (0.019 mole) was dissolved in water (40 ml) and the solution was treated with charcoal (0.1 g) and filtered. Toluene was added and chloroacetylchloride (0.067 mole) and aqueous NaOH (58.1 ml, 20% w/v) were added separately but simultaneously during 1 hour to the stirred two-phase solution. The reaction mixture was maintained under an inert atmosphere and at room temperature for 1.5 hour. The compound of the title which spontaneously crystallized ou...